From a dataset of the Open Reaction Database (ORD), a public repository of structured organic reaction records. describe an organic reaction: reactants, conditions, products, and yield Starting materials: O=C1C2CC3(CC(CC1C3)C2)NC(C)=O (N-(4-oxoadamantan-1-yl)acetamide), Cl (HCl). The product is NC12CC3C(C(CC(C1)C3)C2)=O (5-aminoadamantan-2-one), Cl (HCl). RXN SMILES: [O:1]=[C:2]1[CH:9]2[CH2:10][C:5]3([NH:12]C(=O)C)[CH2:6][CH:7]([CH2:11][CH:3]1[CH2:4]3)[CH2:8]2.[ClH:16]>>[NH2:12][C:5]12[CH2:10][CH:9]3[CH2:8][CH:7]([CH2:11][CH:3]([C:2]3=[O:1])[CH2:4]1)[CH2:6]2.[ClH:16]. Procedure: A solution of N-(4-oxoadamantan-1-yl)acetamide (1A) (20 mmol) in 200 mL of concentrated, aqueous HCl was heated in a sealed pressure tube at 130° C. for 20 h. The solvent was removed under reduced pressure to give amine 1B as an HCl salt in 90% yield as an off-white solid. Data: LC/MS (ESR) m/z 166 [M+1]+. The reactants are ClC=1N=C(C2=C(N1)SC(=C2)CN2CCNCC2)N2CCOCC2 (2-Chloro-4-morpholino-6-((piperazin-1-yl)methyl)thieno[2,3-d]pyrimidine), C(C(O)C)(=O)O (lactic acid). Yields the product ClC=1N=C(C2=C(N1)SC(=C2)CN2CCN(CC2)C([C@H](C)O)=O)N2CCOCC2 ((S)-1-(4-((2-chloro-4-morpholinothieno[2,3-d]pyrimidin-6-yl)methyl)piperazin-1-yl)-2-hydroxypropan-1-one). RXN SMILES: [Cl:1][C:2]1[N:3]=[C:4]([N:18]2[CH2:23][CH2:22][O:21][CH2:20][CH2:19]2)[C:5]2[CH:10]=[C:9]([CH2:11][N:12]3[CH2:17][CH2:16][NH:15][CH2:14][CH2:13]3)[S:8][C:6]=2[N:7]=1.[C:24](O)(=[O:28])[CH:25]([CH3:27])[OH:26]>>[Cl:1][C:2]1[N:3]=[C:4]([N:18]2[CH2:19][CH2:20][O:21][CH2:22][CH2:23]2)[C:5]2[CH:10]=[C:9]([CH2:11][N:12]3[CH2:17][CH2:16][N:15]([C:24](=[O:28])[C@@H:25]([OH:26])[CH3:27])[CH2:14][CH2:13]3)[S:8][C:6]=2[N:7]=1. Procedure details: 2-Chloro-4-morpholino-6-((piperazin-1-yl)methyl)thieno[2,3-d]pyrimidine (600 mg) was reacted with lactic acid via General Procedure B to give (S)-1-(4-((2-chloro-4-morpholinothieno[2,3-d]pyrimidin-6-yl)methyl)piperazin-1-yl)-2-hydroxypropan-1-one. The reactants are ClC1=NC=2C=CC=CC2C2=C1N=C(N2CC(C)C)C(O)(C)C (4-Chloro-α,α-dimethyl-1-(2-methylpropyl)-1H-imidazo[4,5-c]quinoline-2-methanol), N (ammonia). The product is NC1=NC=2C=CC=CC2C2=C1N=C(N2CC(C)C)C(O)(C)C (4-Amino-α,α-dimethyl-1-(2-methylpropyl)-1H-imidazo[4,5-c]quinoline-2-methanol). Reaction SMILES: Cl[C:2]1[C:11]2[N:12]=[C:13]([C:19]([CH3:22])([CH3:21])[OH:20])[N:14]([CH2:15][CH:16]([CH3:18])[CH3:17])[C:10]=2[C:9]2[CH:8]=[CH:7][CH:6]=[CH:5][C:4]=2[N:3]=1.[NH3:23]>>[NH2:23][C:2]1[C:11]2[N:12]=[C:13]([C:19]([CH3:22])([CH3:21])[OH:20])[N:14]([CH2:15][CH:16]([CH3:18])[CH3:17])[C:10]=2[C:9]2[CH:8]=[CH:7][CH:6]=[CH:5][C:4]=2[N:3]=1. Reported procedure: 4-Chloro-α,α-dimethyl-1-(2-methylpropyl)-1H-imidazo-[4,5-c]quinoline-2-methanol (Example 22) was aminated in a Parr bomb at 150° C. using 15% methanolic ammonia. The product was purified by silica gel column chromatography (5% methanol in ethyl acetate as eluent). The product was then recrystallized from ethyl acetate/hexane to give a solid, m.p. 214°-217° C. Starting materials: O=C([O-])[O-], Nc1cc(Cl)c(Cl)cc1[N+](=O)[O-], [K+], [K+], CN(C)C=O, O, Sc1cccc2cnccc12. Product: Nc1cc(Sc2cccc3cnccc23)c(Cl)cc1[N+](=O)[O-]. RXN SMILES: [C:12](=[O:13])([O-:14])[O-:15].[Cl:18][c:19]1[cH:20][c:21]([N+:27](=[O:28])[O-:29])[c:22]([NH2:23])[cH:24][c:25]1[Cl:26].[K+:16].[K+:17].[O:31]=[CH:32][N:33]([CH3:34])[CH3:35].[OH2:30].[cH:1]1[n:2][cH:3][cH:4][c:5]2[c:6]([SH:11])[cH:7][cH:8][cH:9][c:10]12>>[cH:1]1[n:2][cH:3][cH:4][c:5]2[c:6]([S:11][c:25]3[c:19]([Cl:18])[cH:20][c:21]([N+:27](=[O:28])[O-:29])[c:22]([NH2:23])[cH:24]3)[cH:7][cH:8][cH:9][c:10]12. Starting materials: [Cl-], Cl, Clc1cnc(C(Cl)(Cl)Cl)c(Cl)c1Cl. Yields the product Clc1nc(C(Cl)(Cl)Cl)c(Cl)c(Cl)c1Cl. RXN SMILES: [Cl-:1].[Cl:2].[Cl:3][c:4]1[c:5]([C:12]([Cl:13])([Cl:14])[Cl:15])[n:6][cH:7][c:8]([Cl:11])[c:9]1[Cl:10]>>[Cl:1][c:7]1[n:6][c:5]([C:12]([Cl:13])([Cl:14])[Cl:15])[c:4]([Cl:3])[c:9]([Cl:10])[c:8]1[Cl:11]. The reactants are COC(COC1=C2CCCC2=C(C=C1)S)=O ((7-Mercapto-indan-4-yloxy)-acetic acid methyl ester), ClC1=C(C=C(C=C1)COC1=CC=C(C=C1)CCl)C(F)(F)F (1-Chloro-4-(4-chloromethyl-phenoxymethyl)-2-trifluoromethyl-benzene), BrCC1=CC(=C(C=C1)Cl)C(F)(F)F (1-bromomethyl-4-chloro-3-trifluoromethyl-benzene), OCC1=CC=C(C=C1)O (4-hydroxymethyl-phenol), ClCC1(CC=C(C=C1)OCC1=CC=CC=C1)C(F)(F)F (4-Chloromethyl-(4-trifluoromethyl-benzyloxy-benzene)). The product is ClC1=C(C=C(COC2=CC=C(CSC=3C=CC(=C4CCCC34)OCC(=O)O)C=C2)C=C1)C(F)(F)F ({7-[4-(4-Chloro-3-trifluoromethyl-benzyloxy)-benzylsulfanyl]-indan-4-yloxy}-acetic acid). RXN SMILES: C[O:2][C:3](=[O:16])[CH2:4][O:5][C:6]1[CH:14]=[CH:13][C:12]([SH:15])=[C:11]2[C:7]=1[CH2:8][CH2:9][CH2:10]2.[Cl:17][C:18]1[CH:23]=[CH:22][C:21]([CH2:24][O:25][C:26]2[CH:31]=[CH:30][C:29]([CH2:32]Cl)=[CH:28][CH:27]=2)=[CH:20][C:19]=1[C:34]([F:37])([F:36])[F:35].BrCC1C=CC(Cl)=C(C(F)(F)F)C=1.OCC1C=CC(O)=CC=1.ClCC1(C(F)(F)F)C=CC(OCC2C=CC=CC=2)=CC1>>[Cl:17][C:18]1[CH:23]=[CH:22][C:21]([CH2:24][O:25][C:26]2[CH:27]=[CH:28][C:29]([CH2:32][S:15][C:12]3[CH:13]=[CH:14][C:6]([O:5][CH2:4][C:3]([OH:2])=[O:16])=[C:7]4[C:11]=3[CH2:10][CH2:9][CH2:8]4)=[CH:30][CH:31]=2)=[CH:20][C:19]=1[C:34]([F:35])([F:36])[F:37]. Procedure: The title compound was prepared in the manner analogous to Example 1F using 12C and 1-Chloro-4-(4-chloromethyl-phenoxymethyl)-2-trifluoromethyl-benzene prepared from 1-bromomethyl-4-chloro-3-trifluoromethyl-benzene and 4-hydroxymethyl-phenol in the manner analagous to Examples 14A and 14B. MS m/z 299 (M−237). Starting materials: N(=[N+]=[N-])\C(\C(=O)OCC)=C\C=C\C1=C(C=CC=C1OC)OC (ethyl (2E,4E)-2-azido-5-(2,6-dimethoxyphenyl)penta-2,4-dienoate), C1(=CC=CC=C1)P(C1=CC=CC=C1)C1=CC=CC=C1 (triphenylphosphine). Run in C(Cl)Cl (DCM), C(Cl)Cl (DCM). Conditions: time 2 hour. The product is COC1=C(C(=CC=C1)OC)/C=C/C=C(\C(=O)OCC)/N=P(C1=CC=CC=C1)(C1=CC=CC=C1)C1=CC=CC=C1 (ethyl (2E,4E)-5-(2,6-dimethoxyphenyl)-2-[(triphenylphosphoranylidene)amino]penta-2,4-dienoate). The yield is 89.1%. Reaction SMILES: [N:1](/[C:4](=[CH:10]/[CH:11]=[CH:12]/[C:13]1[C:18]([O:19][CH3:20])=[CH:17][CH:16]=[CH:15][C:14]=1[O:21][CH3:22])/[C:5]([O:7][CH2:8][CH3:9])=[O:6])=[N+]=[N-].[C:23]1([P:29]([C:36]2[CH:41]=[CH:40][CH:39]=[CH:38][CH:37]=2)[C:30]2[CH:35]=[CH:34][CH:33]=[CH:32][CH:31]=2)[CH:28]=[CH:27][CH:26]=[CH:25][CH:24]=1>C(Cl)Cl>[CH3:22][O:21][C:14]1[CH:15]=[CH:16][CH:17]=[C:18]([O:19][CH3:20])[C:13]=1/[CH:12]=[CH:11]/[CH:10]=[C:4](/[N:1]=[P:29]([C:30]1[CH:31]=[CH:32][CH:33]=[CH:34][CH:35]=1)([C:36]1[CH:41]=[CH:40][CH:39]=[CH:38][CH:37]=1)[C:23]1[CH:24]=[CH:25][CH:26]=[CH:27][CH:28]=1)\[C:5]([O:7][CH2:8][CH3:9])=[O:6]. Reported procedure: Add, dropwise, a solution of 5 g of ethyl (2E,4E)-2-azido-5-(2,6-dimethoxyphenyl)penta-2,4-dienoate (16.5 mmol) in 60 mL of DCM to a solution of 4.37 g (16.7 mmol) of triphenylphosphine in 40 mL of DCM. Stir the reaction mixture for 2 h at RT, then concentrate under reduced pressure. Solidify the residue obtained in 100 mL of isopropyl ether, then filter on a frit and rinse with 50 mL of isopropyl ether, giving 7.9 g of ethyl (2E,4E)-5-(2,6-dimethoxyphenyl)-2-[(triphenylphosphoranylidene)amino]p...